Dataset: the Open Reaction Database (ORD), a public repository of structured organic reaction records. Task: describe an organic reaction: reactants, conditions, products, and yield Starting materials: C(C)N1N=CC=C1NC=1C(C(=O)O)=CC=CC1 (N-(1-ethylpyrazol-5-yl)anthranilic acid), P(=O)(Cl)(Cl)Cl (phosphorous oxychloride). Conditions: time 8 hour. The product is ClC1=C2C(=NC3=CC=CC=C13)N(N=C2)CC (4-chloro-1-ethyl-1H-pyrazolo[3,4-b]quinoline). The yield is 81.7%. As a reaction SMILES: [CH2:1]([N:3]1[C:7]([NH:8][C:9]2[C:10](=[CH:14][CH:15]=[CH:16][CH:17]=2)[C:11](O)=O)=[CH:6][CH:5]=[N:4]1)[CH3:2].P(Cl)(Cl)([Cl:20])=O>>[Cl:20][C:11]1[C:10]2[C:9](=[CH:17][CH:16]=[CH:15][CH:14]=2)[N:8]=[C:7]2[N:3]([CH2:1][CH3:2])[N:4]=[CH:5][C:6]=12. Procedure: A mixture of N-(1-ethylpyrazol-5-yl)anthranilic acid (21.4 g, 0.0925 mol) and phosphorous oxychloride (312.8 g, 2.04 mol) was refluxed for 3 hours and then was stirred at room temperature overnight. The POCl3 was removed by distillation, and the residue was poured into ice-water. The solution was neutralized with 35% NaOH and extracted with CH2Cl2 (4×). The organic layer was separated, washed with water, then brine and then was dried over MgSO4. The solvent was concentrated in vacuo and the resi... Procedure details: Substituting this amine for the α-methyl-p-phenethylbenzylamine of Example 7 results in the formation of hexahydro-2-[α-methyl-o-(2-phenylethoxy)benzylimino]-azepine hydrochloride, having a M.P. of 189°-90° C. (dec.). Yields the product Cl.CC(C1=C(C=CC=C1)OCCC1=CC=CC=C1)N=C1NCCCCC1 (hexahydro-2-[α-methyl-o-(2-phenylethoxy)benzylimino]-azepine hydrochloride). Starting materials: Cl.CC(C1=C(C=CC=C1)OCCC1=CC=CC=C1)N (α-methyl-o-(2-phenylethoxy)benzylamine hydrochloride), Cl.CC(C1=CC=C(C=C1)CCC1=CC=CC=C1)N=C1NCCCCC1 (Hexahydro-2-(α-methyl-p-phenethylbenzylimino)-azepine hydrochloride). Reaction SMILES: [ClH:1].[CH3:2][CH:3]([NH2:19])[C:4]1[CH:9]=[CH:8][CH:7]=[CH:6][C:5]=1[O:10][CH2:11][CH2:12][C:13]1[CH:18]=[CH:17][CH:16]=[CH:15][CH:14]=1.Cl.CC(N=[C:38]1[CH2:44][CH2:43][CH2:42][CH2:41][CH2:40][NH:39]1)C1C=CC(CCC2C=CC=CC=2)=CC=1>>[ClH:1].[CH3:2][CH:3]([N:19]=[C:38]1[CH2:44][CH2:43][CH2:42][CH2:41][CH2:40][NH:39]1)[C:4]1[CH:9]=[CH:8][CH:7]=[CH:6][C:5]=1[O:10][CH2:11][CH2:12][C:13]1[CH:18]=[CH:17][CH:16]=[CH:15][CH:14]=1 |f:0.1,2.3,4.5|. The reactants are CC(C)(C)[Si](C)(C)OC1CC(CO)N(S(=O)(=O)c2ccc3ccccc3c2)C1, Cc1ccccc1, CCOC(C)=O, O=C1NC(=O)c2ccccc21, CCOC(=O)N=NC(=O)OCC, c1ccc(P(c2ccccc2)c2ccccc2)cc1. Product: CC(C)(C)[Si](C)(C)OC1CC(CN2C(=O)c3ccccc3C2=O)N(S(=O)(=O)c2ccc3ccccc3c2)C1. RXN SMILES: [C:1]([CH3:2])([CH3:3])([CH3:4])[Si:5]([O:6][CH:7]1[CH2:8][CH:9]([CH2:25][OH:26])[N:10]([S:12](=[O:13])(=[O:14])[c:15]2[cH:16][c:17]3[cH:18][cH:19][cH:20][cH:21][c:22]3[cH:23][cH:24]2)[CH2:11]1)([CH3:27])[CH3:28].[CH3:71][c:72]1[cH:73][cH:74][cH:75][cH:76][cH:77]1.[CH3:78][CH2:79][O:80][C:81]([CH3:82])=[O:83].[O:48]=[C:49]1[NH:50][C:51](=[O:52])[c:53]2[cH:54][cH:55][cH:56][cH:57][c:58]21.[O:59]=[C:60]([O:61][CH2:62][CH3:63])[N:64]=[N:65][C:66]([O:67][CH2:68][CH3:69])=[O:70].[c:29]1([P:30]([c:31]2[cH:32][cH:33][cH:34][cH:35][cH:36]2)[c:37]2[cH:38][cH:39][cH:40][cH:41][cH:42]2)[cH:43][cH:44][cH:45][cH:46][cH:47]1>>[C:1]([CH3:2])([CH3:3])([CH3:4])[Si:5]([O:6][CH:7]1[CH2:8][CH:9]([CH2:25][N:50]2[C:49](=[O:48])[c:58]3[c:53]([cH:54][cH:55][cH:56][cH:57]3)[C:51]2=[O:52])[N:10]([S:12](=[O:13])(=[O:14])[c:15]2[cH:16][c:17]3[cH:18][cH:19][cH:20][cH:21][c:22]3[cH:23][cH:24]2)[CH2:11]1)([CH3:27])[CH3:28]. Starting materials: Cl.C(CCCCCCCCCCCCCCC)NC1=CC=C(C(=O)Cl)C=C1 (4-(hexadecylamino)benzoyl chloride hydrochloride), C(C)(C)(C)C1=CC=C(C=C1)S(=O)(=O)N (p-tert-butylbenzenesulfonamide). Run in N1=CC=CC=C1 (pyridine). The product is C(CCCCCCCCCCCCCCC)NC1=CC=C(C(=O)NS(=O)(=O)C2=CC=C(C=C2)C(C)(C)C)C=C1 (N-[4-(hexadecylamino)benzoyl]-4-t-butylbenzenesulfonamide). Reaction SMILES: Cl.[CH2:2]([NH:18][C:19]1[CH:27]=[CH:26][C:22]([C:23](Cl)=[O:24])=[CH:21][CH:20]=1)[CH2:3][CH2:4][CH2:5][CH2:6][CH2:7][CH2:8][CH2:9][CH2:10][CH2:11][CH2:12][CH2:13][CH2:14][CH2:15][CH2:16][CH3:17].[C:28]([C:32]1[CH:37]=[CH:36][C:35]([S:38]([NH2:41])(=[O:40])=[O:39])=[CH:34][CH:33]=1)([CH3:31])([CH3:30])[CH3:29]>N1C=CC=CC=1>[CH2:2]([NH:18][C:19]1[CH:27]=[CH:26][C:22]([C:23]([NH:41][S:38]([C:35]2[CH:36]=[CH:37][C:32]([C:28]([CH3:31])([CH3:30])[CH3:29])=[CH:33][CH:34]=2)(=[O:39])=[O:40])=[O:24])=[CH:21][CH:20]=1)[CH2:3][CH2:4][CH2:5][CH2:6][CH2:7][CH2:8][CH2:9][CH2:10][CH2:11][CH2:12][CH2:13][CH2:14][CH2:15][CH2:16][CH3:17] |f:0.1|. Procedure details: A solution of 21.1 g. of 4-(hexadecylamino)benzoyl chloride hydrochloride and 10.8 g. of p-tert-butylbenzenesulfonamide in 250 ml. of pyridine was stirred under reflux for 2 hours and evaporated. The residue was partitioned between 1 N hydrochloric acid and CH2Cl2 and the organic layer was separated, washed with water, dried (MgSO4), and evaporated. Crystallization of the residual glass from CH2Cl2 hexane afforded a white solid, melting point 173°-176° C. Reactants: C(C1=CC=CC=C1)OC(=O)N[C@@H]1CN(C[C@H]1OC)C(=O)OC(C)(C)C ((3R,4R)-tert-butyl 3-(benzyloxycarbonylamino)-4-methoxypyrrolidine-1-carboxylate), Cl (HCl). The solvent is C(Cl)Cl (DCM), O1CCOCC1 (dioxane). Conditions: time 2 hour. Product: CO[C@H]1[C@@H](CNC1)NC(OCC1=CC=CC=C1)=O (benzyl (3R,4R)-4-methoxypyrrolidin-3-ylcarbamate). The yield is 96.5%. As a reaction SMILES: [CH2:1]([O:8][C:9]([NH:11][C@H:12]1[C@H:16]([O:17][CH3:18])[CH2:15][N:14](C(OC(C)(C)C)=O)[CH2:13]1)=[O:10])[C:2]1[CH:7]=[CH:6][CH:5]=[CH:4][CH:3]=1.Cl>C(Cl)Cl.O1CCOCC1>[CH3:18][O:17][C@@H:16]1[CH2:15][NH:14][CH2:13][C@H:12]1[NH:11][C:9](=[O:10])[O:8][CH2:1][C:2]1[CH:7]=[CH:6][CH:5]=[CH:4][CH:3]=1. Procedure: To a solution of (3R,4R)-tert-butyl 3-(benzyloxycarbonylamino)-4-methoxypyrrolidine-1-carboxylate (2.90 g, 8.28 mmol) in DCM (20 mL) was added 4 N HCl (20.69 mL, 82.76 mmol) in dioxane. The reaction mixture was stirred at ambient temperature for 2 hours. The solvent was removed under reduced pressure. Saturated bicarbonate (20 mL) and DCM (50 mL) were added. The organic layer was separated, dried (sodium sulfate), filtered and concentrated under reduced pressure to give benzyl (3R,4R)-4-methoxyp... The reactants are CCOC(C(=O)O)c1ccc(NC(C)=O)cc1, NN, O. The product is CCOC(C(=O)O)c1ccc(N)cc1. As a reaction SMILES: [C:1](=[O:2])([CH3:3])[NH:4][c:5]1[cH:6][cH:7][c:8]([CH:11]([C:12](=[O:13])[OH:14])[O:15][CH2:16][CH3:17])[cH:9][cH:10]1.[NH2:19][NH2:20].[OH2:18]>>[NH2:4][c:5]1[cH:6][cH:7][c:8]([CH:11]([C:12](=[O:13])[OH:14])[O:15][CH2:16][CH3:17])[cH:9][cH:10]1.